This data is from the Open Reaction Database (ORD), a public repository of structured organic reaction records. The task is: describe an organic reaction: reactants, conditions, products, and yield Starting materials: BrCC(=O)OC(C)(C)C (tert-butyl bromoacetate), hydrogen tetrabutyl ammonium sulfate, [OH-].[Na+] (NaOH), ice water, O[C@@H]1[C@H](CCC1)NC(OCC1=CC=CC=C1)=O (benzyl [(1S,2S)-2-hydroxycyclopentyl]carbamate). The solvent is C1=CC=CC=C1 (benzene). Product: C(C1=CC=CC=C1)OC(=O)N[C@@H]1[C@H](CCC1)OCC(=O)OC(C)(C)C (tert-butyl {[(1S,2S)-2-{[(benzyloxy)carbonyl]amino}cyclopentyl]oxy}acetate). Yield: 67.3%. As a reaction SMILES: [OH:1][C@H:2]1[CH2:6][CH2:5][CH2:4][C@@H:3]1[NH:7][C:8](=[O:17])[O:9][CH2:10][C:11]1[CH:16]=[CH:15][CH:14]=[CH:13][CH:12]=1.Br[CH2:19][C:20]([O:22][C:23]([CH3:26])([CH3:25])[CH3:24])=[O:21].[OH-].[Na+]>C1C=CC=CC=1>[CH2:10]([O:9][C:8]([NH:7][C@H:3]1[CH2:4][CH2:5][CH2:6][C@@H:2]1[O:1][CH2:19][C:20]([O:22][C:23]([CH3:26])([CH3:25])[CH3:24])=[O:21])=[O:17])[C:11]1[CH:16]=[CH:15][CH:14]=[CH:13][CH:12]=1 |f:2.3|. Reported procedure: To a mixture of benzyl [(1S,2S)-2-hydroxycyclopentyl]carbamate (1.3 g) and benzene (13 ml) were added, tert-butyl bromoacetate (3.2 g), hydrogen tetrabutyl ammonium sulfate (0.46 g), and a 50% aqueous NaOH solution (13 ml) under ice-cooling, followed by stirring under ice-cooling for 1 hour and further at room temperature for 2 hours. The reaction mixture was poured into ice-water, extracted with ethyl acetate, then washed with water and saturated brine in this order, dried over anhydrous magnes... Reactants: C1(CCCCC1)N=C=NC1CCCCC1 (N,N'-dicyclohexylcarbodiimide), FC1=CC=C(C(=O)O)C=C1 (4-fluorobenzoic acid), C[Si]1(CCC(CC1)[C@@H]1CC[C@H](CC1)O)CCC (trans-4-(4-methyl-4-n-propyl-4-silacyclohexyl)cyclohexanol). The reagents and catalysts are CN(C1=CC=NC=C1)C (4-dimethylaminopyridine). The solvent is C(Cl)Cl (methylene chloride). Conditions: time 8 hour. Product: FC1=CC=C(C(=O)O[C@@H]2CC[C@H](CC2)C2CC[Si](CC2)(CCC)C)C=C1 (trans-(4-(4-methyl-4-n-propyl-4-silacyclohexyl)cyclohexyl) 4-fluorobenzoate). The yield is 56.4%. RXN SMILES: C1(N=C=NC2CCCCC2)CCCCC1.[F:16][C:17]1[CH:25]=[CH:24][C:20]([C:21]([OH:23])=[O:22])=[CH:19][CH:18]=1.[CH3:26][Si:27]1([CH2:40][CH2:41][CH3:42])[CH2:32][CH2:31][CH:30]([C@H:33]2[CH2:38][CH2:37][C@H:36](O)[CH2:35][CH2:34]2)[CH2:29][CH2:28]1>CN(C)C1C=CN=CC=1.C(Cl)Cl>[F:16][C:17]1[CH:25]=[CH:24][C:20]([C:21]([O:23][C@H:36]2[CH2:35][CH2:34][C@H:33]([CH:30]3[CH2:29][CH2:28][Si:27]([CH3:26])([CH2:40][CH2:41][CH3:42])[CH2:32][CH2:31]3)[CH2:38][CH2:37]2)=[O:22])=[CH:19][CH:18]=1. Procedure details: 2.50 g of N,N'-dicyclohexylcarbodiimide (DCC) was added to a mixture of 1.80 g of 4-fluorobenzoic acid, 2.54 g of trans-4-(4-methyl-4-n-propyl-4-silacyclohexyl)cyclohexanol, 1.50 g of 4-dimethylaminopyridine and 30 ml of methylene chloride at room temperature. The resultant reaction mixture was agitated for 8 hours at room temperature, after which the resultant N,N'-dicyclohexyl urea was removed by filtration. The filtrate was washed with brine, dried and concentrated to obtain a residue, follow... Starting materials: BrCCCN (bromopropylamine), C(CCC)OC1=C(C(C1=O)=O)OCCCC (1,2-Dibutoxy-1-cyclobutene-3,4-dione). Run in CO (methanol). Conditions: temperature 22 celsius, time 1.5 hour. Yields the product C(CCC)OC1=C(C(C1=O)=O)NCCCBr (1-Butoxy-2-(3-bromopropylamino)-1-cyclobutene-3,4-dione). Isolated yield 91.8%. Reaction SMILES: [Br:1][CH2:2][CH2:3][CH2:4][NH2:5].[CH2:6]([O:10][C:11]1[C:14](=O)[C:13](=[O:16])[C:12]=1[O:17]CCCC)[CH2:7][CH2:8][CH3:9]>CO>[CH2:6]([O:10][C:11]1[C:12](=[O:17])[C:13](=[O:16])[C:14]=1[NH:5][CH2:4][CH2:3][CH2:2][Br:1])[CH2:7][CH2:8][CH3:9]. Procedure: Solid 3-bromopropylamine hydrobromide (41.52 g, 0.1897 mole) was added with stirring to a solution of sodium hydroxide (7.73 g, contains 0.187 mole) in methanol (150 mL) at 22° C., stirred for 15 minutes, then cooled to 0° C. to give a hazy solution of bromopropylamine base. The solution of bromopropylamine base was added slowly (over 20 minutes) with vigorous stirring to the product of Step A in methanol at 0° C. The mixture was stirred at 22° C. for 1.5 hours, polish filtered through diatomace... Reactants: CC1(C)CCCC(O)c2c(Br)cccc21, Cc1ccccc1, O, Cc1ccc(S(=O)(=O)O)cc1. The product is CC1(C)CCC=Cc2c(Br)cccc21. As a reaction SMILES: [Br:1][c:2]1[cH:3][cH:4][cH:5][c:6]2[c:7]1[CH:8]([OH:15])[CH2:9][CH2:10][CH2:11][C:12]2([CH3:13])[CH3:14].[CH3:28][c:29]1[cH:30][cH:31][cH:32][cH:33][cH:34]1.[OH2:16].[c:17]1([CH3:18])[cH:19][cH:20][c:21]([S:22]([OH:23])(=[O:24])=[O:25])[cH:26][cH:27]1>>[Br:1][c:2]1[cH:3][cH:4][cH:5][c:6]2[c:7]1[CH:8]=[CH:9][CH2:10][CH2:11][C:12]2([CH3:13])[CH3:14]. The reactants are COc1ccc(N)cn1, ClCCl, O, O=C(Cl)Oc1ccccc1, c1ccncc1. Product: COc1ccc(NC(=O)Oc2ccccc2)cn1. Reaction SMILES: [CH3:1][O:2][c:3]1[cH:4][cH:5][c:6]([NH2:9])[cH:7][n:8]1.[Cl:27][CH2:28][Cl:29].[OH2:26].[c:16]1([O:22][C:23](=[O:24])[Cl:25])[cH:17][cH:18][cH:19][cH:20][cH:21]1.[cH:10]1[cH:11][cH:12][n:13][cH:14][cH:15]1>>[CH3:1][O:2][c:3]1[cH:4][cH:5][c:6]([NH:9][C:23]([O:22][c:16]2[cH:17][cH:18][cH:19][cH:20][cH:21]2)=[O:24])[cH:7][n:8]1. Reactants: COC(CC(C)C(C1=CC(=C(C=C1)NC(C1=CC=C(C=C1)OC)=O)[N+](=O)[O-])=O)=O (3-[3-nitro-4-(4-methoxybenzoylamino)-benzoyl]-butyric acid methyl ester), O.NN (hydrazine hydrate), ice water. The solvent is C(C)(=O)O (acetic acid). Yields the product CC1CC(NN=C1C1=CC(=C(C=C1)NC(C1=CC=C(C=C1)OC)=O)[N+](=O)[O-])=O (5-Methyl-6-[3-nitro-4-(4-methoxy-benzoylamino)phenyl]-3-oxo-4,5-dihydro-2H-pyridazine). Reaction SMILES: O.[NH2:2][NH2:3].C[O:5][C:6](=O)[CH2:7][CH:8]([C:10](=O)[C:11]1[CH:16]=[CH:15][C:14]([NH:17][C:18](=[O:27])[C:19]2[CH:24]=[CH:23][C:22]([O:25][CH3:26])=[CH:21][CH:20]=2)=[C:13]([N+:28]([O-:30])=[O:29])[CH:12]=1)[CH3:9]>C(O)(=O)C>[CH3:9][CH:8]1[C:10]([C:11]2[CH:16]=[CH:15][C:14]([NH:17][C:18](=[O:27])[C:19]3[CH:24]=[CH:23][C:22]([O:25][CH3:26])=[CH:21][CH:20]=3)=[C:13]([N+:28]([O-:30])=[O:29])[CH:12]=2)=[N:3][NH:2][C:6](=[O:5])[CH2:7]1 |f:0.1|. Procedure details: 20 ml of 80% hydrazine hydrate were added dropwise to 150 ml of glacial acetic acid while stirring and ice cooling. After cooling, 10.7 gm of 3-[3-nitro-4-(4-methoxybenzoylamino)-benzoyl]-butyric acid methyl ester were added and the mixture was refluxed for 40 minutes. After cooling, 250 ml of ice water were added, and the precipitate formed was suction filtered and washed with ice water.